Task: describe an organic reaction: reactants, conditions, products, and yield. Dataset: the Open Reaction Database (ORD), a public repository of structured organic reaction records RXN SMILES: [CH2:1]([CH3:2])[O:3][C:4]([C:5]([c:6]1[cH:7][cH:8][c:9]([O:12][CH2:13][CH2:14][CH2:15][n:16]2[c:17]3[cH:18][cH:19][cH:20][cH:21][c:22]3[c:23]3[cH:24][cH:25][cH:26][cH:27][c:28]3[c:29]2=[O:30])[cH:10][cH:11]1)=[O:31])=[O:32].[CH3:39][OH:40].[Na+:33].[Na+:34].[O-:35][C:36](=[O:37])[O-:38].[OH2:41]>>[O:3]=[C:4]([C:5]([c:6]1[cH:7][cH:8][c:9]([O:12][CH2:13][CH2:14][CH2:15][n:16]2[c:17]3[cH:18][cH:19][cH:20][cH:21][c:22]3[c:23]3[cH:24][cH:25][cH:26][cH:27][c:28]3[c:29]2=[O:30])[cH:10][cH:11]1)=[O:31])[OH:32]. Product: O=C(O)C(=O)c1ccc(OCCCn2c(=O)c3ccccc3c3ccccc32)cc1. Reactants: CCOC(=O)C(=O)c1ccc(OCCCn2c(=O)c3ccccc3c3ccccc32)cc1, CO, [Na+], [Na+], O=C([O-])[O-], O. Reaction SMILES: Br[CH2:2][C:3]1[CH:12]=[CH:11][C:10]2[C:5](=[CH:6][CH:7]=[CH:8][CH:9]=2)[C:4]=1[C:13]1[C:22]2[C:17](=[CH:18][CH:19]=[CH:20][CH:21]=2)[CH:16]=[CH:15][C:14]=1[CH2:23]Br.[C:25]1([OH:31])[CH:30]=[CH:29][CH:28]=[CH:27][CH:26]=1.[OH-:32].[K+]>[Cl-].C([N+](CC)(CC)CC1C=CC=CC=1)C.ClCCl>[O:31]([CH2:2][C:3]1[CH:12]=[CH:11][C:10]2[C:5](=[CH:6][CH:7]=[CH:8][CH:9]=2)[C:4]=1[C:13]1[C:22]2[C:17](=[CH:18][CH:19]=[CH:20][CH:21]=2)[CH:16]=[CH:15][C:14]=1[CH2:23][O:32][C:3]1[CH:12]=[CH:11][CH:10]=[CH:5][CH:4]=1)[C:25]1[CH:30]=[CH:29][CH:28]=[CH:27][CH:26]=1 |f:2.3,4.5|. Reagents/catalysts: [Cl-].C(C)[N+](CC1=CC=CC=C1)(CC)CC (triethylbenzylammonium chloride). Product: O(C1=CC=CC=C1)CC1=C(C2=CC=CC=C2C=C1)C1=C(C=CC2=CC=CC=C12)COC1=CC=CC=C1 (2,2'-bis(phenoxymethyl)-1,1'-binaphthyl). Reactants: BrCC1=C(C2=CC=CC=C2C=C1)C1=C(C=CC2=CC=CC=C12)CBr (2,2'-bis(bromomethyl)-1,1'-binaphthyl), C1(=CC=CC=C1)O (phenol), [OH-].[K+] (potassium hydroxide). The solvent is ClCCl (dichloromethane). Reported procedure: A mixture of 11.0 g (25 mmol) of 2,2'-bis(bromomethyl)-1,1'-binaphthyl, 4.8 g (51.2 mmol) of phenol, 5.0 g (89.3 mmol) of pulverized potassium hydroxide and 1.14 g (5 mmol) of triethylbenzylammonium chloride is admixed with 30 ml of dichloromethane and stirred for 5 hours at 40° C. Conditions: temperature 40 celsius, time 5 hour. Reaction SMILES: [Br:1][C:2]1[CH:3]=[C:4]([CH2:10][CH2:11][OH:12])[CH:5]=[CH:6][C:7]=1[O:8][CH3:9].[CH2:13]([O:15][CH:16]([O:22]CC)[C:17](OCC)=O)C>C[N+]([O-])=O.Cl[Ti](Cl)(Cl)Cl>[Br:1][C:2]1[CH:3]=[C:4]2[C:5](=[CH:6][C:7]=1[O:8][CH3:9])[CH:17]([C:16]([O:15][CH3:13])=[O:22])[O:12][CH2:11][CH2:10]2. Starting materials: BrC=1C=C(C=CC1OC)CCO (2-[3-bromo-4-(methyloxy)phenyl]ethanol), C(C)OC(C(=O)OCC)OCC (ethyl bis(ethyloxy)acetate), ice. Reaction conditions: time 10 minute. Yields the product BrC=1C=C2CCOC(C2=CC1OC)C(=O)OC (methyl 6-bromo-7-(methyloxy)-3,4-dihydro-1H-isochromene-1-carboxylate). Procedure: To an ice-cooled mixture of 2-[3-bromo-4-(methyloxy)phenyl]ethanol (9.5 g, 41 mmol) and ethyl bis(ethyloxy)acetate (8.7 g, 48 mmol) in 60 mL of CH3NO2 was added TiCl4 (31.2 g, 169 mmol) over a period of 20 min. After stirring for 10 min, the ice bath was removed and the mixture was allowed to stir at room temperature over night. The mixture was poured onto ice/aqueous 1N HCl. Extracted by DCM and backwashed with 1N HCl and brine, dried over anhydrous sodium sulfate and concentrated. The residue ... The reagents and catalysts are Cl[Ti](Cl)(Cl)Cl (TiCl4). The solvent is C[N+](=O)[O-] (CH3NO2). The reactants are S1C(=NC2=C1C=CC=C2)SC([C@@H](NC([C@H](NC(=O)OC(C)(C)C)CC2=CC=CC=C2)=O)CCCNC(=O)OCC2=CC=CC=C2)=O (Boc-D-Phenylalanyl-Nδ-CBz-Ornithinyl 2-Benzothiazolyl Thioether), FC(C(=O)O)(F)F.C(C)[SiH](CC)CC (trifluoroacetic acid triethylsilane). The product is FC(C(=O)O)(F)F.S1C(=NC2=C1C=CC=C2)SC([C@@H](NC([C@H](N)CC2=CC=CC=C2)=O)CCCN)=O (D-Phenylalanyl-Ornithinyl 2-Benzothiazolyl Thioether Trifluoroacetate). RXN SMILES: [S:1]1[C:5]2[CH:6]=[CH:7][CH:8]=[CH:9][C:4]=2[N:3]=[C:2]1[S:10][C:11](=[O:46])[C@H:12]([CH2:32][CH2:33][CH2:34][NH:35]C(OCC1C=CC=CC=1)=O)[NH:13][C:14](=[O:31])[C@@H:15]([CH2:24][C:25]1[CH:30]=[CH:29][CH:28]=[CH:27][CH:26]=1)[NH:16]C(OC(C)(C)C)=O.[F:47][C:48]([F:53])([F:52])[C:49]([OH:51])=[O:50].C([SiH](CC)CC)C>>[F:47][C:48]([F:53])([F:52])[C:49]([OH:51])=[O:50].[S:1]1[C:5]2[CH:6]=[CH:7][CH:8]=[CH:9][C:4]=2[N:3]=[C:2]1[S:10][C:11](=[O:46])[C@H:12]([CH2:32][CH2:33][CH2:34][NH2:35])[NH:13][C:14](=[O:31])[C@@H:15]([CH2:24][C:25]1[CH:26]=[CH:27][CH:28]=[CH:29][CH:30]=1)[NH2:16] |f:1.2,3.4|. Procedure: Boc-D-phenylalanyl-Nδ-CBz-ornithinyl 2-benzothiazolyl thioether (A) was stirred at 25° C. with trifluoroacetic acid-triethylsilane (3:1-10 ml) for 2 hrs and concentrated in vacuo. The crude residue was purified by HPLC.(method C, retention time=49.57 min); 1H NMR (400 MHz, D2O) δ1.46 (m, 3H), 1.74 (m, 1H), 2.98 (m, 2H), 3.22 (m, 2H), 3.40 (dd, J=13.6; 8.0 Hz, 1H), 3.66 (d, J=14.0 Hz, 1H), 4.17 (m, 2H), 7.30 (m, 2H), 7.44 (m, 3H), 7.52 (t, J=8.0 Hz, 1H), 7.62 (t, J=7.2 Hz, 1H), 7.94 (d, J=8.4 Hz,... The reactants are C1(=CC=CC=C1)C1C(CCCC1)=O (2-phenylcyclohexanone), ClC1=CC=C(C=O)C=C1 (4-chlorobenzaldehyde), [OH-].[Na+] (sodium hydroxide). Solvent: O (water), C(C)O (ethanol). The product is ClC1=CC=C(C=C1)C=C1C(C(CCC1)C1=CC=CC=C1)=O (2-[(4-Chlorophenyl)methylene]-6-phenylcyclohexanone). Isolated yield 95.3%. RXN SMILES: [C:1]1([CH:7]2[CH2:12][CH2:11][CH2:10][CH2:9][C:8]2=[O:13])[CH:6]=[CH:5][CH:4]=[CH:3][CH:2]=1.[Cl:14][C:15]1[CH:22]=[CH:21][C:18]([CH:19]=O)=[CH:17][CH:16]=1.[OH-].[Na+]>O.C(O)C>[Cl:14][C:15]1[CH:22]=[CH:21][C:18]([CH:19]=[C:9]2[CH2:10][CH2:11][CH2:12][CH:7]([C:1]3[CH:6]=[CH:5][CH:4]=[CH:3][CH:2]=3)[C:8]2=[O:13])=[CH:17][CH:16]=1 |f:2.3|. Procedure details: Fifty grams of 2-phenylcyclohexanone, 54.0 g of 4-chlorobenzaldehyde and a solution of 20 g of sodium hydroxide in 125 ml of water are reacted in 300 ml of ethanol according to the procedure described in part A of Example 1 to yield 81.2 g of material, melting point 103°-109° C. After crystallization from 100 ml of acetonitrile, the crystalline product weighs 61.6 g, melting point 118°-120° C. Reactants: CCOC(=O)c1ccc(N2CCC(NC(=O)n3ccnc3)CC2)nc1, O=C(O)C(F)(F)F, O=C(O)C(F)(F)F, NC1CCN(c2nc(NCC(c3ccccc3)c3ccccc3)c3ncn(C4CC(n5cc(CO)cn5)C(O)C4O)c3n2)C1, Cc1cnn(C2CC(n3cnc4c(NCC(c5ccccc5)c5ccccc5)nc(NC5CCC(NC(=O)NC6CCN(c7ccccn7)CC6)CC5)nc43)C(O)C2O)c1. The product is O=C(O)C(F)(F)F, CCOC(=O)c1ccc(N2CCC(NC(=O)NC3CCN(c4nc(NCC(c5ccccc5)c5ccccc5)c5ncn(C6CC(n7cc(CO)cn7)C(O)C6O)c5n4)C3)CC2)nc1. RXN SMILES: [CH2:119]([CH3:120])[O:121][C:122](=[O:123])[c:124]1[cH:125][cH:126][c:127]([N:130]2[CH2:131][CH2:132][CH:133]([NH:136][C:137](=[O:138])[n:139]3[cH:140][cH:141][n:142][cH:143]3)[CH2:134][CH2:135]2)[n:128][cH:129]1.[F:1][C:2]([C:3](=[O:4])[OH:5])([F:6])[F:7].[F:52][C:53]([F:54])([F:55])[C:56]([OH:57])=[O:58].[NH2:8][CH:9]1[CH2:10][N:11]([c:14]2[n:15][c:16]([NH:37][CH2:38][CH:39]([c:40]3[cH:41][cH:42][cH:43][cH:44][cH:45]3)[c:46]3[cH:47][cH:48][cH:49][cH:50][cH:51]3)[c:17]3[n:18][cH:19][n:20]([CH:23]4[CH:24]([OH:36])[CH:25]([OH:35])[CH:26]([n:28]5[n:29][cH:30][c:31]([CH2:33][OH:34])[cH:32]5)[CH2:27]4)[c:21]3[n:22]2)[CH2:12][CH2:13]1.[OH:59][CH:60]1[CH:61]([OH:62])[CH:63]([n:64]2[cH:65][c:66]([CH3:67])[cH:68][n:69]2)[CH2:70][CH:71]1[n:72]1[cH:73][n:74][c:75]2[c:76]1[n:77][c:78]([NH:79][CH:80]1[CH2:81][CH2:82][CH:83]([NH:84][C:85]([NH:86][CH:87]3[CH2:88][CH2:89][N:90]([c:91]4[cH:92][cH:93][cH:94][cH:95][n:96]4)[CH2:97][CH2:98]3)=[O:99])[CH2:100][CH2:101]1)[n:102][c:103]2[NH:104][CH2:105][CH:106]([c:107]1[cH:108][cH:109][cH:110][cH:111][cH:112]1)[c:113]1[cH:114][cH:115][cH:116][cH:117][cH:118]1>>[F:1][C:2]([C:3](=[O:4])[OH:5])([F:6])[F:7].[NH:8]([CH:9]1[CH2:10][N:11]([c:14]2[n:15][c:16]([NH:37][CH2:38][CH:39]([c:40]3[cH:41][cH:42][cH:43][cH:44][cH:45]3)[c:46]3[cH:47][cH:48][cH:49][cH:50][cH:51]3)[c:17]3[n:18][cH:19][n:20]([CH:23]4[CH:24]([OH:36])[CH:25]([OH:35])[CH:26]([n:28]5[n:29][cH:30][c:31]([CH2:33][OH:34])[cH:32]5)[CH2:27]4)[c:21]3[n:22]2)[CH2:12][CH2:13]1)[C:137]([NH:136][CH:133]1[CH2:132][CH2:131][N:130]([c:127]2[cH:126][cH:125][c:124]([C:122]([O:121][CH2:119][CH3:120])=[O:123])[cH:129][n:128]2)[CH2:135][CH2:134]1)=[O:138].